From a dataset of the Open Reaction Database (ORD), a public repository of structured organic reaction records. describe an organic reaction: reactants, conditions, products, and yield Starting materials: C(C)(=O)NCC=1C=C(C=CC1)C=1N=C(SC1)N (4-(3-acetylaminomethylphenyl)-2-aminothiazole), C(C1=CC=CC=C1)(=O)N=C=S (benzoyl isothiocyanate). Solvent: CC(=O)C (acetone). Yields the product C(C)(=O)NCC=1C=C(C=CC1)C=1N=C(SC1)NC(=S)NC(C1=CC=CC=C1)=O (4-(3-acetylaminomethylphenyl)-2-(3-benzoyl-2-thioureido)thiazole). The yield is 88.6%. Reaction SMILES: [C:1]([NH:4][CH2:5][C:6]1[CH:7]=[C:8]([C:12]2[N:13]=[C:14]([NH2:17])[S:15][CH:16]=2)[CH:9]=[CH:10][CH:11]=1)(=[O:3])[CH3:2].[C:18]([N:26]=[C:27]=[S:28])(=[O:25])[C:19]1[CH:24]=[CH:23][CH:22]=[CH:21][CH:20]=1>CC(C)=O>[C:1]([NH:4][CH2:5][C:6]1[CH:7]=[C:8]([C:12]2[N:13]=[C:14]([NH:17][C:27]([NH:26][C:18](=[O:25])[C:19]3[CH:20]=[CH:21][CH:22]=[CH:23][CH:24]=3)=[S:28])[S:15][CH:16]=2)[CH:9]=[CH:10][CH:11]=1)(=[O:3])[CH3:2]. Procedure details: A suspension of 4-(3-acetylaminomethylphenyl)-2-aminothiazole (2.0 g) and benzoyl isothiocyanate (1.32 g) in acetone (40 ml) was refluxed for 5 hours. The resulting precipitate was collected by filtration to afford 4-(3-acetylaminomethylphenyl)-2-(3-benzoyl-2-thioureido)thiazole (2.94 g). Reactants: N#Cc1cccc(C=O)c1, [Li]CCCC, C1CCOC1, O=Cc1cccnc1. Yields the product N#Cc1cccc(C(O)c2ccncc2C=O)c1. As a reaction SMILES: [C:14](#[N:15])[c:16]1[cH:17][c:18]([CH:19]=[O:20])[cH:21][cH:22][cH:23]1.[CH2:1]([Li:2])[CH2:3][CH2:4][CH3:5].[CH2:24]1[O:25][CH2:26][CH2:27][CH2:28]1.[n:6]1[cH:7][c:8]([CH:12]=[O:13])[cH:9][cH:10][cH:11]1>>[n:6]1[cH:7][c:8]([CH:12]=[O:13])[c:9]([CH:19]([c:18]2[cH:17][c:16]([C:14]#[N:15])[cH:23][cH:22][cH:21]2)[OH:20])[cH:10][cH:11]1.